describe an organic reaction: reactants, conditions, products, and yield From a dataset of the Open Reaction Database (ORD), a public repository of structured organic reaction records. Reactants: C(C1=CC=CC=C1)OC1=CC=C(C=C1)C(CN1CCN(CC1)C(C1=CC=CC=C1)C1=CC=CC=C1)=O (1-(4-benzyloxyphenyl)-2-(4-diphenylmethyl-piperazinyl)ethanone), C1(=CC=CC=C1)OC (anisole), resultant mixture. Run in C(C)(=O)O (acetic acid), Br (hydrobromic acid). Product: crude crystals, C1(=CC=CC=C1)C(N1CCN(CC1)CC(=O)C1=CC=C(C=C1)O)C1=CC=CC=C1 (2-(4-diphenylmethylpiperazinyl)-1-(4-hydroxyphenyl)ethanone). Yield: 62.0%. Reaction SMILES: C([O:8][C:9]1[CH:14]=[CH:13][C:12]([C:15](=[O:36])[CH2:16][N:17]2[CH2:22][CH2:21][N:20]([CH:23]([C:30]3[CH:35]=[CH:34][CH:33]=[CH:32][CH:31]=3)[C:24]3[CH:29]=[CH:28][CH:27]=[CH:26][CH:25]=3)[CH2:19][CH2:18]2)=[CH:11][CH:10]=1)C1C=CC=CC=1.C1(OC)C=CC=CC=1>C(O)(=O)C.Br>[C:30]1([CH:23]([C:24]2[CH:29]=[CH:28][CH:27]=[CH:26][CH:25]=2)[N:20]2[CH2:19][CH2:18][N:17]([CH2:16][C:15]([C:12]3[CH:11]=[CH:10][C:9]([OH:8])=[CH:14][CH:13]=3)=[O:36])[CH2:22][CH2:21]2)[CH:31]=[CH:32][CH:33]=[CH:34][CH:35]=1. Reported procedure: 12.5 g (26 mmol) of 1-(4-benzyloxyphenyl)-2-(4-diphenylmethyl-piperazinyl)ethanone and 2.8 g (26 mmol) of anisole were dissolved in a mixture of 37.5 ml of acetic acid and 12.5 ml of 47% hydrobromic acid. The resultant mixture was heated to reflux for 1 hour. After being cooled to room temperautre, the reaction mixture was washed with 200 ml of ether and then with 50 ml of ether to remove acetic acid. The resultant solution was neutralized with an aqueous 2N solution of sodium hydroxide. Separat... The reactants are Cc1ccccc1, NC(=O)c1cnn(-c2ccc(Cl)cc2Cl)c1C(F)(F)F, CN(C)C=O, O=S(Cl)Cl. As a reaction SMILES: [CH3:30][c:31]1[cH:32][cH:33][cH:34][cH:35][cH:36]1.[F:1][C:2]([c:3]1[c:4]([C:16](=[O:17])[NH2:18])[cH:5][n:6][n:7]1-[c:8]1[c:9]([Cl:15])[cH:10][c:11]([Cl:14])[cH:12][cH:13]1)([F:19])[F:20].[O:25]=[CH:26][N:27]([CH3:28])[CH3:29].[S:21]([Cl:22])([Cl:23])=[O:24]>>[F:1][C:2]([c:3]1[c:4]([C:16]#[N:18])[cH:5][n:6][n:7]1-[c:8]1[c:9]([Cl:15])[cH:10][c:11]([Cl:14])[cH:12][cH:13]1)([F:19])[F:20]. The product is N#Cc1cnn(-c2ccc(Cl)cc2Cl)c1C(F)(F)F. The reactants are COC(=O)c1cncc(Br)c1, ClCCl, O=C(OO)c1cccc(Cl)c1. The product is COC(=O)c1cc(Br)c[n+]([O-])c1. As a reaction SMILES: [Br:12][c:13]1[cH:14][n:15][cH:16][c:17]([C:18](=[O:19])[O:20][CH3:21])[cH:22]1.[Cl:23][CH2:24][Cl:25].[OH:1][O:2][C:3]([c:4]1[cH:5][c:6]([Cl:7])[cH:8][cH:9][cH:10]1)=[O:11]>>[O-:1][n+:15]1[cH:14][c:13]([Br:12])[cH:22][c:17]([C:18](=[O:19])[O:20][CH3:21])[cH:16]1. The reactants are Cc1cc(C=O)oc1C, CCO, CC(=O)O, NNC(=O)c1ccc(O)cc1. Product: Cc1cc(C=NNC(=O)c2ccc(O)cc2)oc1C. Reaction SMILES: [CH3:12][c:13]1[cH:14][c:15]([CH:19]=[O:20])[o:16][c:17]1[CH3:18].[CH3:21][CH2:22][OH:23].[CH3:24][C:25](=[O:26])[OH:27].[OH:1][c:2]1[cH:3][cH:4][c:5]([C:6](=[O:7])[NH:8][NH2:9])[cH:10][cH:11]1>>[OH:1][c:2]1[cH:3][cH:4][c:5]([C:6](=[O:7])[NH:8][N:9]=[CH:19][c:15]2[cH:14][c:13]([CH3:12])[c:17]([CH3:18])[o:16]2)[cH:10][cH:11]1. Starting materials: Cc1ccccc1, CC(O)c1cc2cccc(Cl)c2nc1Cl, O=[Mn]=O. The product is CC(=O)c1cc2cccc(Cl)c2nc1Cl. RXN SMILES: [CH3:16][c:17]1[cH:18][cH:19][cH:20][cH:21][cH:22]1.[Cl:1][c:2]1[n:3][c:4]2[c:5]([Cl:15])[cH:6][cH:7][cH:8][c:9]2[cH:10][c:11]1[CH:12]([CH3:13])[OH:14].[O:23]=[Mn:24]=[O:25]>>[Cl:1][c:2]1[n:3][c:4]2[c:5]([Cl:15])[cH:6][cH:7][cH:8][c:9]2[cH:10][c:11]1[C:12]([CH3:13])=[O:14]. The reactants are Cl.NC(=N)N (Guanidine hydrochloride), C[O-].[Na+] (sodium methoxide), NC(=N)N (guanidine), COC1=C(C2=C(C=CCO2)C(=C1)C=C(C#N)COC)OC (3-(7,8-dimethoxy-2H-1-benzopyran-5-yl)-2-methoxymethylpropenenitrile). The solvent is CO (methanol), CO (methanol). Conditions: temperature 3 celsius. Product: NC1=NC=C(C(=N1)N)CC1=CC(=C(C2=C1C=CCO2)OC)OC (2,4-Diamino-5-(7,8-dimethoxy-2H-1-benzopyran-5-ylmethyl)pyrimidine). The yield is 42.8%. RXN SMILES: Cl.[NH2:2][C:3]([NH2:5])=[NH:4].C[O-].[Na+].NC(N)=N.[CH3:13][O:14][C:15]1[CH:24]=[C:23]([CH:25]=[C:26]([CH2:29]OC)[C:27]#[N:28])[C:18]2[CH:19]=[CH:20][CH2:21][O:22][C:17]=2[C:16]=1[O:32][CH3:33]>CO>[NH2:4][C:3]1[N:5]=[C:27]([NH2:28])[C:26]([CH2:25][C:23]2[C:18]3[CH:19]=[CH:20][CH2:21][O:22][C:17]=3[C:16]([O:32][CH3:33])=[C:15]([O:14][CH3:13])[CH:24]=2)=[CH:29][N:2]=1 |f:0.1,2.3|. Procedure: Guanidine hydrochloride (11.46 g, 0.12 mole) in methanol (25 mL) was added to sodium methoxide (6.55 g, 0.12 mole) in methanol (40 mL) and the resultant sodium chloride was filtered and washed with methanol (10 mL). The guanidine solution was added to 3-(7,8-dimethoxy-2H-1-benzopyran-5-yl)-2-methoxymethylpropenenitrile (11.5 g, 0.04 mole) and the mixture heated at reflux for 2 hr. Cooling the mixture at 3° C. provided 5.38 g of yellow solid in two crops. HPLC assayed yield of 28.6%. A sample rec...